This data is from the Open Reaction Database (ORD), a public repository of structured organic reaction records. The task is: describe an organic reaction: reactants, conditions, products, and yield Starting materials: FC1=CC=C(C=C1)C1=C(C(=O)O)C=CC(=C1)C(C1=CC=C(C=C1)F)OCCN1C=NC=C1 (2-(4-fluorophenyl)-4-[1-(4-fluorophenyl)-2-(imidazol-1-yl)ethoxymethyl]benzoic acid), N[C@H](C(=O)OC1CCN(CC1)C)CCSC (N-methylpiperidin-4-yl (2S)-2-amino-4-(methylsulfanyl)butanoate). Product: FC1=CC=C(C=C1)C1=C(C(=O)N[C@H](C(=O)OC2CCN(CC2)C)CCSC)C=CC(=C1)C(C1=CC=C(C=C1)F)OCCN1C=NC=C1 (N-Methylpiperidin-4-yl (2S)-2-{2-(4-fluorophenyl)-4-[1-(4-fluorophenyl)-2-(imidazol-1-yl)ethoxymethyl]benzoylamino}-4-methylsulfanylbutyrate). The yield is 72.5%. As a reaction SMILES: [F:1][C:2]1[CH:7]=[CH:6][C:5]([C:8]2[CH:16]=[C:15]([CH:17]([O:25][CH2:26][CH2:27][N:28]3[CH:32]=[CH:31][N:30]=[CH:29]3)[C:18]3[CH:23]=[CH:22][C:21]([F:24])=[CH:20][CH:19]=3)[CH:14]=[CH:13][C:9]=2[C:10](O)=[O:11])=[CH:4][CH:3]=1.[NH2:33][C@@H:34]([CH2:45][CH2:46][S:47][CH3:48])[C:35]([O:37][CH:38]1[CH2:43][CH2:42][N:41]([CH3:44])[CH2:40][CH2:39]1)=[O:36]>>[F:1][C:2]1[CH:7]=[CH:6][C:5]([C:8]2[CH:16]=[C:15]([CH:17]([O:25][CH2:26][CH2:27][N:28]3[CH:32]=[CH:31][N:30]=[CH:29]3)[C:18]3[CH:23]=[CH:22][C:21]([F:24])=[CH:20][CH:19]=3)[CH:14]=[CH:13][C:9]=2[C:10]([NH:33][C@@H:34]([CH2:45][CH2:46][S:47][CH3:48])[C:35]([O:37][CH:38]2[CH2:39][CH2:40][N:41]([CH3:44])[CH2:42][CH2:43]2)=[O:36])=[O:11])=[CH:4][CH:3]=1. Reported procedure: The title compound was prepared from 2-(4-fluorophenyl)-4-[1-(4-fluorophenyl)-2-(imidazol-1-yl)ethoxymethyl]benzoic acid by a similar method to that used for Example 1 but using N-methylpiperidin-4-yl (2S)-2-amino-4-(methylsulfanyl)butanoate (L-methionine (N-methylpiperidin-4-yl)ester) in place of L-methionine methyl ester. Reactants: Cl.NCC(=O)C1=CC=C(C=C1)F (2-amino-1-(4-fluoro-phenyl)-ethanone hydrochloride), ClC1=CC=C(C=C1)N=C=S (4-chlorophenyl isothiocyanate), C(O)([O-])=O.[Na+] (sodium hydrogencarbonate). Run in C(C)O (ethanol). Conditions: temperature 90 celsius. Yields the product ClC1=CC=C(C=C1)N1C(=NC=C1C1=CC=C(C=C1)F)S (1-(4-chloro-phenyl)-5-(4-fluoro-phenyl)-1H-imidazole-2-thiol). Reaction SMILES: Cl.[NH2:2][CH2:3][C:4]([C:6]1[CH:11]=[CH:10][C:9]([F:12])=[CH:8][CH:7]=1)=O.[Cl:13][C:14]1[CH:19]=[CH:18][C:17]([N:20]=[C:21]=[S:22])=[CH:16][CH:15]=1.C(=O)([O-])O.[Na+]>C(O)C>[Cl:13][C:14]1[CH:19]=[CH:18][C:17]([N:20]2[C:4]([C:6]3[CH:11]=[CH:10][C:9]([F:12])=[CH:8][CH:7]=3)=[CH:3][N:2]=[C:21]2[SH:22])=[CH:16][CH:15]=1 |f:0.1,3.4|. Reported procedure: A mixture of 2-amino-1-(4-fluoro-phenyl)-ethanone hydrochloride (1 eq), 4-chlorophenyl isothiocyanate (1 eq) and sodium hydrogencarbonate (1.5 eq) in ethanol is heated at 90° C. for 2 hours. The solvent is removed under reduce pressure. The resulting residue is re-suspended in aqueous 1N sodium hydroxide and heated at 100° C. overnight. The hot mixture is filtered, cooled and carefully acidified with aqueous 6N HCl. The resulting mixture is filtered to give 1-(4-chloro-phenyl)-5-(4-fluoro-phenyl... Reactants: CC(=O)[O-], CC(=O)[O-], CC#N, ClCCCl, CC(O)C1C(=O)NC1C(C)C(=O)C(=[N+]=[N-])C(=O)OCc1ccc([N+](=O)[O-])cc1, [Rh+2]. Product: CC(O)C1C(=O)N2C(C(=O)OCc3ccc([N+](=O)[O-])cc3)C(=O)C(C)C12. RXN SMILES: [C:36]([O-:37])(=[O:38])[CH3:39].[C:41]([O-:42])(=[O:43])[CH3:44].[CH3:33][C:34]#[N:35].[Cl:29][CH2:30][CH2:31][Cl:32].[N+:1](=[N-:2])=[C:3]([C:4](=[O:5])[O:6][CH2:7][c:8]1[cH:9][cH:10][c:11]([N+:14](=[O:15])[O-:16])[cH:12][cH:13]1)[C:17]([CH:18]([CH3:19])[CH:20]1[NH:21][C:22](=[O:27])[CH:23]1[CH:24]([CH3:25])[OH:26])=[O:28].[Rh+2:40]>>[CH:3]1([C:4](=[O:5])[O:6][CH2:7][c:8]2[cH:9][cH:10][c:11]([N+:14](=[O:15])[O-:16])[cH:12][cH:13]2)[C:17](=[O:28])[CH:18]([CH3:19])[CH:20]2[N:21]1[C:22](=[O:27])[CH:23]2[CH:24]([CH3:25])[OH:26]. Starting materials: FC=1C(=NC(=NC1)NC=1C=CC2=C(C=C(O2)C(=O)OC)C1)NC1=CC(=CC=C1)O (5-fluoro-N4-(3-hydroxyphenyl)-N2-(2-methoxycarbonylbenzofuran-5-yl)-2,4-pyrimidinediamine), Cl.CN (methylamine hydrochloride). The product is FC=1C(=NC(=NC1)NC=1C=CC2=C(C=C(O2)C(=O)NC)C1)NC1=CC(=CC=C1)O (5-fluoro-N4-(3-hydroxyphenyl)-N2-[2-(N-methylamino)carbonylbenzofuran-5-yl]-2,4-pyrimidinediamine). RXN SMILES: [F:1][C:2]1[C:3]([NH:22][C:23]2[CH:28]=[CH:27][CH:26]=[C:25]([OH:29])[CH:24]=2)=[N:4][C:5]([NH:8][C:9]2[CH:10]=[CH:11][C:12]3[O:16][C:15]([C:17]([O:19]C)=O)=[CH:14][C:13]=3[CH:21]=2)=[N:6][CH:7]=1.Cl.[CH3:31][NH2:32]>>[F:1][C:2]1[C:3]([NH:22][C:23]2[CH:28]=[CH:27][CH:26]=[C:25]([OH:29])[CH:24]=2)=[N:4][C:5]([NH:8][C:9]2[CH:10]=[CH:11][C:12]3[O:16][C:15]([C:17]([NH:32][CH3:31])=[O:19])=[CH:14][C:13]=3[CH:21]=2)=[N:6][CH:7]=1 |f:1.2|. Reported procedure: In like manner to the preparation of N4-(ethylenedioxyphenyl)-5-fluoro-N2-[3-(N-methylamino)carbonylmethyleneoxyphenyl]-2,4-pyrimidinediamine, the reaction of 5-fluoro-N4-(3-hydroxyphenyl)-N2-(2-methoxycarbonylbenzofuran-5-yl)-2,4-pyrimidinediamine with methylamine hydrochloride gave 5-fluoro-N4-(3-hydroxyphenyl)-N2-[2-(N-methylamino)carbonylbenzofuran-5-yl]-2,4-pyrimidinediamine. 1H NMR (CD3OD): δ 8.71 (d, 1H, J=4.8 Hz), 8.00-7.92 (m, 2H), 7.56-7.52 (m, 1H), 7.44-7.39 (m, 2H), 7.12 (m, 2H), 6.6...